The task is: describe an organic reaction: reactants, conditions, products, and yield. This data is from the Open Reaction Database (ORD), a public repository of structured organic reaction records. Starting materials: ClC=1C=C(C=C(C1)Cl)C(C#N)C1=NC(=NC(=C1CC)OC)OC ((3,5-Dichloro-phenyl)-(5-ethyl-2,6-dimethoxy-pyrimidin-4-yl)-acetonitrile), [H-].[Na+] (sodium hydride), CN(C)C=O (DMF). Reaction conditions: time 10 minute. Yields the product ClC=1C=C(C=C(C1)Cl)C(=O)C1=NC(=NC(=C1CC)OC)OC ((3,5-Dichloro-phenyl)-(5-ethyl-2,6-dimethoxy-pyrimidin-4-yl)-methanone). Isolated yield 72.0%. Reaction SMILES: [Cl:1][C:2]1[CH:3]=[C:4]([CH:9]([C:12]2[C:17]([CH2:18][CH3:19])=[C:16]([O:20][CH3:21])[N:15]=[C:14]([O:22][CH3:23])[N:13]=2)C#N)[CH:5]=[C:6]([Cl:8])[CH:7]=1.[H-].[Na+].CN(C=[O:30])C>>[Cl:1][C:2]1[CH:3]=[C:4]([C:9]([C:12]2[C:17]([CH2:18][CH3:19])=[C:16]([O:20][CH3:21])[N:15]=[C:14]([O:22][CH3:23])[N:13]=2)=[O:30])[CH:5]=[C:6]([Cl:8])[CH:7]=1 |f:1.2|. Procedure: To a stirred solution of (62) (1.97 g, 5.59 mmol) in anhydrous DMF (25 ml) under nitrogen atmosphere, was added 60% sodium hydride (224 mg, 5.59 mmol). After 10 min., oxygen was bubbled into the reaction mixture for 4 hr. The mixture was partitioned between ether and aqueous saturated ammonium chloride solution. The organic layer was taken, washed with water twice, dried with anhydrous magnesium sulfate, filtered, and evaporated in vacuo. The residue was then purified by silica gel column chroma... Starting materials: Cc1ccccc1O, CN([SiH](C)C)[Si](C)(C)C, ClCCl, N, O=C1NS(=O)(=O)c2ccccc21. Product: Cc1ccccc1O[Si](C)(C)C. RXN SMILES: [CH3:1][c:2]1[cH:3][cH:4][cH:5][cH:6][c:7]1[OH:8].[CH3:21][SiH:22]([CH3:23])[N:28]([Si:24]([CH3:25])([CH3:26])[CH3:27])[CH3:29].[Cl:31][CH2:32][Cl:33].[NH3:30].[O:9]=[C:10]1[c:11]2[c:12]([cH:13][cH:14][cH:15][cH:16]2)[S:17](=[O:18])(=[O:19])[NH:20]1>>[CH3:1][c:2]1[cH:3][cH:4][cH:5][cH:6][c:7]1[O:8][Si:24]([CH3:25])([CH3:26])[CH3:27]. Starting materials: CCCC(=O)c1cnc2c(OCCSC)cccc2c1Cl, CC(C)c1ccccc1N, ClC(Cl)Cl. Yields the product CCCC(=O)c1cnc2c(OCCSC)cccc2c1Nc1ccccc1C(C)C. Reaction SMILES: [C:1]([CH2:2][CH2:3][CH3:4])(=[O:5])[c:6]1[cH:7][n:8][c:9]2[c:10]([O:17][CH2:18][CH2:19][S:20][CH3:21])[cH:11][cH:12][cH:13][c:14]2[c:15]1[Cl:16].[CH:22]([CH3:23])([CH3:24])[c:25]1[c:26]([NH2:27])[cH:28][cH:29][cH:30][cH:31]1.[Cl:32][CH:33]([Cl:34])[Cl:35]>>[C:1]([CH2:2][CH2:3][CH3:4])(=[O:5])[c:6]1[cH:7][n:8][c:9]2[c:10]([O:17][CH2:18][CH2:19][S:20][CH3:21])[cH:11][cH:12][cH:13][c:14]2[c:15]1[NH:27][c:26]1[c:25]([CH:22]([CH3:23])[CH3:24])[cH:31][cH:30][cH:29][cH:28]1. RXN SMILES: [CH3:1][CH:2]([CH3:3])[O:4][c:5]1[cH:6][c:7]([C:8](=[O:9])[NH:10][c:11]2[n:12][n:13]([CH3:16])[cH:14][cH:15]2)[cH:17][c:18]([O:20][CH2:21][c:22]2[cH:23][cH:24][cH:25][cH:26][cH:27]2)[cH:19]1.[CH3:28][OH:29]>>[CH3:1][CH:2]([CH3:3])[O:4][c:5]1[cH:6][c:7]([C:8](=[O:9])[NH:10][c:11]2[n:12][n:13]([CH3:16])[cH:14][cH:15]2)[cH:17][c:18]([OH:20])[cH:19]1. Product: CC(C)Oc1cc(O)cc(C(=O)Nc2ccn(C)n2)c1. Reactants: CC(C)Oc1cc(OCc2ccccc2)cc(C(=O)Nc2ccn(C)n2)c1, CO. Starting materials: CS(=O)(=O)O (methanesulfonic acid), OC1=CC=C(C=C1)C1=CSC2=C1C=CC(=C2)OC (3-(4-hydroxyphenyl)-6-methoxybenzothiophene). Solvent: ice. Conditions: time 2 hour. Yields the product C1(=CC=CC=C1)C1=CSC2=C1C=CC(=C2)OC (3-Phenyl-6-methoxybenzothiophene). As a reaction SMILES: CS(O)(=O)=O.O[C:7]1[CH:12]=[CH:11][C:10]([C:13]2[C:17]3[CH:18]=[CH:19][C:20]([O:22][CH3:23])=[CH:21][C:16]=3[S:15][CH:14]=2)=[CH:9][CH:8]=1>>[C:10]1([C:13]2[C:17]3[CH:18]=[CH:19][C:20]([O:22][CH3:23])=[CH:21][C:16]=3[S:15][CH:14]=2)[CH:9]=[CH:8][CH:7]=[CH:12][CH:11]=1. Reported procedure: To 80 ml. of methanesulfonic acid (cooled to about 15° C.) were added 20.0 g. of the above product. The resulting mixture was stirred for two hours, and the dark red solution was poured over about 2 liters of ice. The mixture was extracted with 1 liter of ether. The ether extract was washed twice with 100 ml. of aqueous sodium chloride solution and once with 100 ml. of aqueous sodium bicarbonate solution. The ether layer was dried over magnesium sulfate, filtered, and evaporated to give an oil. ... Reactants: hydrochloride salt, CC1=CC=C(C=C1)S(=O)(=O)OCC1OC2=C(C1)C=C(C=C2C2=C(C=CC=C2C)C)Cl ([5-chloro-7-(2,6-dimethylphenyl)-2,3-dihydro-1-benzofuran-2-yl]methyl 4-methylbenzenesulfonate), C(C)(C)N (isopropylamine). Yields the product ClC=1C=C(C2=C(CC(O2)CNC(C)C)C1)C1=C(C=CC=C1C)C ((±)-N-{[5-chloro-7-(2,6-dimethylphenyl)-2,3-dihydro-1-benzofuran-2-yl]methyl}propan-2-amine). RXN SMILES: CC1C=CC(S(O[CH2:12][CH:13]2[CH2:17][C:16]3[CH:18]=[C:19]([Cl:30])[CH:20]=[C:21]([C:22]4[C:27]([CH3:28])=[CH:26][CH:25]=[CH:24][C:23]=4[CH3:29])[C:15]=3[O:14]2)(=O)=O)=CC=1.[CH:31]([NH2:34])([CH3:33])[CH3:32]>>[Cl:30][C:19]1[CH:20]=[C:21]([C:22]2[C:27]([CH3:28])=[CH:26][CH:25]=[CH:24][C:23]=2[CH3:29])[C:15]2[O:14][CH:13]([CH2:12][NH:34][CH:31]([CH3:33])[CH3:32])[CH2:17][C:16]=2[CH:18]=1. Reported procedure: The title compound was prepared (0.064 g, 52%) following the general procedure of Example 390 as a white solid, hydrochloride salt from (±)-([5-chloro-7-(2,6-dimethylphenyl)-2,3-dihydro-1-benzofuran-2-yl]methyl 4-methylbenzenesulfonate (0.15 g, 0.338 mmol) and isopropylamine (0.40 g, 6.76 mmol). mp 213-215° C.